This data is from the Open Reaction Database (ORD), a public repository of structured organic reaction records. The task is: describe an organic reaction: reactants, conditions, products, and yield The reactants are C(C1=CC=CC=C1)OC(=O)NCCCC[C@@H](C(=O)O)NC(=O)OC(C)(C)C ((2S)-6-benzyloxycarbonylamino-2-tert-butoxycarbonylaminohexanoic acid), 1,1-carbonyldiimidazole, NC=1SC=NN1 (2-amino-1,3,4-thiadiazole). Solvent: ClCCl (dichloromethane), ClCCl (dichloromethane). Run at temperature 25 celsius, time 1 hour. The product is S1C(=NN=C1)NC([C@H](CCCCNC(=O)OCC1=CC=CC=C1)NC(=O)OC(C)(C)C)=O ((2S)-6-benzyloxycarbonylamino-2-tert-butoxycarbonylaminohexanoic acid 1,3,4-thiadiazol-2-ylamide). Isolated yield 60.9%. RXN SMILES: [CH2:1]([O:8][C:9]([NH:11][CH2:12][CH2:13][CH2:14][CH2:15][C@H:16]([NH:20][C:21]([O:23][C:24]([CH3:27])([CH3:26])[CH3:25])=[O:22])[C:17]([OH:19])=O)=[O:10])[C:2]1[CH:7]=[CH:6][CH:5]=[CH:4][CH:3]=1.[NH2:28][C:29]1[S:30][CH:31]=[N:32][N:33]=1>ClCCl>[S:30]1[CH:31]=[N:32][N:33]=[C:29]1[NH:28][C:17](=[O:19])[C@@H:16]([NH:20][C:21]([O:23][C:24]([CH3:27])([CH3:26])[CH3:25])=[O:22])[CH2:15][CH2:14][CH2:13][CH2:12][NH:11][C:9]([O:8][CH2:1][C:2]1[CH:3]=[CH:4][CH:5]=[CH:6][CH:7]=1)=[O:10]. Reported procedure: To a solution of (2S)-6-benzyloxycarbonylamino-2-tert-butoxycarbonylaminohexanoic acid (1.09 g, 2.87 mmol) in dichloromethane (5 mL) is added 1,1-carbonyldiimidazole (0.47 g, 2.87 mmol). The resulting solution is stirred at 25° C. for 1 h and 2-amino-1,3,4-thiadiazole (0.29 g, 2.87 mmol) is added and the reaction is stirred for an additional 18 h. The mixture is diluted with dichloromethane (60 mL) and washed with 1 M aqueous sodium carbonate solution. The organic layer is dried over anhydrous m...